Dataset: the Open Reaction Database (ORD), a public repository of structured organic reaction records. Task: describe an organic reaction: reactants, conditions, products, and yield Starting materials: [H][H] (hydrogen), amine, C1CCOC1 (THF), C1CCOC1 (THF), [OH-] (hydroxide), FC=1C=C(C=CC1[N+](=O)[O-])C (3-fluoro-4-nitrotoluene), N1CCOCC1 (morpholine), ClCC(=O)OC(CCl)=O (chloroacetic anhydride). The reagents and catalysts are [Pt] (platinum on carbon). Product: C(C)OC=C(C(=O)OCC)C(=O)OCC (diethyl ethoxymethylenemalonate), enamines. As a reaction SMILES: FC1C=C(C)C=CC=1[N+]([O-])=[O:9].N1[CH2:17][CH2:16][O:15][CH2:14][CH2:13]1.[H][H].ClC[C:22]([O:24][C:25](=O)[CH2:26]Cl)=[O:23].[OH-].C1[CH2:34][O:33][CH2:32][CH2:31]1>[Pt]>[CH2:14]([O:15][CH:16]=[C:17]([C:34]([O:33][CH2:32][CH3:31])=[O:9])[C:22]([O:24][CH2:25][CH3:26])=[O:23])[CH3:13]. Procedure: As shown in Chart D, commercially available 3-fluoro-4-nitrotoluene (D-0) is brominated to give compound D-1, which is reacted with morpholine to provide compound D-2. Compound D-2 is displaced with an amine (e.g., methylamine) to give compounds of formula D-3. Compounds of formula D-3 are catalytically reduced with hydrogen gas over 5% platinum on carbon and acylated with chloroacetic anhydride in THF to give compounds of formula D-4. Treatment with aqueous hydroxide (e.g., NaOH) in THF convert...